The task is: describe an organic reaction: reactants, conditions, products, and yield. This data is from the Open Reaction Database (ORD), a public repository of structured organic reaction records. Reactants: CCOCC1CCC(=O)CC1, O=C(O)C(F)(F)F, Cn1nc(NCC(=O)NC2CNC2)c2cc(C(F)(F)F)ccc21. Product: CCOCC1CCC(N2CC(NC(=O)CNc3nn(C)c4ccc(C(F)(F)F)cc34)C2)CC1. As a reaction SMILES: [CH2:31]([CH3:32])[O:33][CH2:34][CH:35]1[CH2:36][CH2:37][C:38](=[O:41])[CH2:39][CH2:40]1.[F:24][C:25]([F:26])([F:27])[C:28]([OH:29])=[O:30].[NH:1]1[CH2:2][CH:3]([NH:5][C:6]([CH2:7][NH:8][c:9]2[n:10][n:11]([CH3:22])[c:12]3[cH:13][cH:14][c:15]([C:18]([F:19])([F:20])[F:21])[cH:16][c:17]23)=[O:23])[CH2:4]1>>[N:1]1([CH:38]2[CH2:37][CH2:36][CH:35]([CH2:34][O:33][CH2:31][CH3:32])[CH2:40][CH2:39]2)[CH2:2][CH:3]([NH:5][C:6]([CH2:7][NH:8][c:9]2[n:10][n:11]([CH3:22])[c:12]3[cH:13][cH:14][c:15]([C:18]([F:19])([F:20])[F:21])[cH:16][c:17]23)=[O:23])[CH2:4]1. Reactants: CCOC(C)=O, CS(=O)(=O)OC(CCCl)c1ccccc1, Clc1ncnc2[nH]ccc12, [H-], [Na+], CN(C)C=O, O. Product: ClCCC(c1ccccc1)n1ccc2c(Cl)ncnc21. As a reaction SMILES: [CH3:34][CH2:35][O:36][C:37]([CH3:38])=[O:39].[Cl:13][CH2:14][CH2:15][CH:16]([c:17]1[cH:18][cH:19][cH:20][cH:21][cH:22]1)[O:23][S:24]([CH3:25])(=[O:26])=[O:27].[Cl:1][c:2]1[c:3]2[c:4]([n:5][cH:6][n:7]1)[nH:8][cH:9][cH:10]2.[H-:12].[Na+:11].[O:28]=[CH:29][N:30]([CH3:31])[CH3:32].[OH2:33]>>[Cl:1][c:2]1[c:3]2[c:4]([n:5][cH:6][n:7]1)[n:8]([CH:16]([CH2:15][CH2:14][Cl:13])[c:17]1[cH:18][cH:19][cH:20][cH:21][cH:22]1)[cH:9][cH:10]2. Starting materials: C(C)(C)(C)OC(=O)NC1CC(CCC1)CNC(=O)OCC1=CC=CC=C1 (N-({3-[(t-butoxy)carbonyl-amino]cyclohexyl}methyl) (phenylmethoxy)carboxamide), C(=O)(C(F)(F)F)O (TFA). Reaction conditions: time 20 minute. Yields the product C(C1=CC=CC=C1)OC(NC[C@H]1C[C@H](CCC1)N)=O ((cis-3(S)-Aminocyclohexylmethyl)carbamic Acid Benzyl Ester). Reaction SMILES: C(OC([NH:8][CH:9]1[CH2:14][CH2:13][CH2:12][CH:11]([CH2:15][NH:16][C:17]([O:19][CH2:20][C:21]2[CH:26]=[CH:25][CH:24]=[CH:23][CH:22]=2)=[O:18])[CH2:10]1)=O)(C)(C)C.C(O)(C(F)(F)F)=O>>[CH2:20]([O:19][C:17](=[O:18])[NH:16][CH2:15][C@@H:11]1[CH2:12][CH2:13][CH2:14][C@H:9]([NH2:8])[CH2:10]1)[C:21]1[CH:22]=[CH:23][CH:24]=[CH:25][CH:26]=1. Procedure: S-amino enantiomer of N-({3-[(t-butoxy)carbonyl-amino]cyclohexyl}methyl) (phenylmethoxy)carboxamide (1.0 g, 2.76 mmol) was treated with TFA (5 mL) under N2. After 20 min of stirring at r.t. the reaction was complete. The crude was then concentrated to an oil which was purified on a Varian Bond-Elut SCX column (10 g). The column was eluted consecutively with CHCl3, MeOH, and ammonia (2.0M in MeOH). The pure product was recovered from the ammonia fractions. The solvent was removed in vacuo to affo... Starting materials: C1CCOC1, COC(=O)c1cccc(-c2noc(C)n2)c1, Cl, O. Product: Cc1nc(-c2cccc(CO)c2)no1. Reaction SMILES: [CH2:17]1[O:18][CH2:19][CH2:20][CH2:21]1.[CH3:1][c:2]1[n:3][c:4](-[c:7]2[cH:8][c:9]([C:10](=[O:11])[O:12][CH3:13])[cH:14][cH:15][cH:16]2)[n:5][o:6]1.[ClH:22].[OH2:23]>>[CH3:1][c:2]1[n:3][c:4](-[c:7]2[cH:8][c:9]([CH2:10][OH:11])[cH:14][cH:15][cH:16]2)[n:5][o:6]1. The reactants are ClC1=C(C=C(C(=C1)F)N1C(N(C(=CC1=O)C(F)(F)F)C)=O)S(=O)(=O)N=C=O (2-chloro-4-fluoro-5-[3,6-dihydro-3-methyl-2,6-dioxo-4-trifluoromethyl-(2H)-pyrimidin-1-yl]benzenesulfonylisocyanate), C(C1=CC=CC=C1)O (benzyl alcohol). Solvent: ClCCCl (1,2-dichloroethane), C(Cl)Cl (methylene chloride). Yields the product C(C1=CC=CC=C1)OC(NS(=O)(=O)C1=C(C=C(C(=C1)N1C(N(C(=CC1=O)C(F)(F)F)C)=O)F)Cl)=O (Benzyl{2-chloro-4-fluoro-5-[3,6-dihydro-3-methyl-2,6-dioxo-4-trifluoromethyl-(2H)-pyrimidin-1-yl]phenyl}sulfonylcarbamate). Reaction SMILES: [Cl:1][C:2]1[CH:7]=[C:6]([F:8])[C:5]([N:9]2[C:14](=[O:15])[CH:13]=[C:12]([C:16]([F:19])([F:18])[F:17])[N:11]([CH3:20])[C:10]2=[O:21])=[CH:4][C:3]=1[S:22]([N:25]=[C:26]=[O:27])(=[O:24])=[O:23].[CH2:28]([OH:35])[C:29]1[CH:34]=[CH:33][CH:32]=[CH:31][CH:30]=1>ClCCCl.C(Cl)Cl>[CH2:28]([O:35][C:26](=[O:27])[NH:25][S:22]([C:3]1[CH:4]=[C:5]([N:9]2[C:14](=[O:15])[CH:13]=[C:12]([C:16]([F:19])([F:18])[F:17])[N:11]([CH3:20])[C:10]2=[O:21])[C:6]([F:8])=[CH:7][C:2]=1[Cl:1])(=[O:24])=[O:23])[C:29]1[CH:34]=[CH:33][CH:32]=[CH:31][CH:30]=1. Procedure details: With stirring, 0.6 g (1.4 mmol) of 2-chloro-4-fluoro-5-[3,6-dihydro-3-methyl-2,6-dioxo-4-trifluoromethyl-(2H)-pyrimidin-1-yl]benzenesulfonylisocyanate in 1,2-dichloroethane was added to a solution of 0.15 g (1.4 mmol) of benzyl alcohol in methylene chloride, and the reaction mixture was stirred overnight. Removal of the solvent and customary purification methods gave 0.4 g (52% of theory) of the title compound as a colorless solid (m.p.: 231-232° C.). Starting materials: ClC1=CC=C(C=C1)C(C=1C(=NN(C1C(=O)OCC)C=1C(=NC(=NC1)OC)OC)C)O (ethyl 4-((4-chlorophenyl)(hydroxy)methyl)-1-(2,4-dimethoxypyrimidin-5-yl)-3-methyl-1H-pyrazole-5-carboxylate), NC=1C=C(C(N(C1)C)=O)C (5-amino-1,3-dimethylpyridin-2(1H)-one). Solvent: C(Cl)Cl.CO (CH2Cl2 MeOH). The product is ClC1=CC=C(C=C1)C(C=1C(=NN(C1C(=O)OCC)C=1C(=NC(=NC1)OC)OC)C)NC1=CN(C(C(=C1)C)=O)C (ethyl 4-((4-chlorophenyl)((1,5-dimethyl-6-oxo-1,6-dihydropyridin-3-yl)amino)methyl)-1-(2,4-dimethoxypyrimidin-5-yl)-3-methyl-1H-pyrazole-5-carboxylate). As a reaction SMILES: [Cl:1][C:2]1[CH:7]=[CH:6][C:5]([CH:8](O)[C:9]2[C:10]([CH3:29])=[N:11][N:12]([C:19]3[C:20]([O:27][CH3:28])=[N:21][C:22]([O:25][CH3:26])=[N:23][CH:24]=3)[C:13]=2[C:14]([O:16][CH2:17][CH3:18])=[O:15])=[CH:4][CH:3]=1.[NH2:31][C:32]1[CH:33]=[C:34]([CH3:40])[C:35](=[O:39])[N:36]([CH3:38])[CH:37]=1>C(Cl)Cl.CO>[Cl:1][C:2]1[CH:7]=[CH:6][C:5]([CH:8]([NH:31][C:32]2[CH:33]=[C:34]([CH3:40])[C:35](=[O:39])[N:36]([CH3:38])[CH:37]=2)[C:9]2[C:10]([CH3:29])=[N:11][N:12]([C:19]3[C:20]([O:27][CH3:28])=[N:21][C:22]([O:25][CH3:26])=[N:23][CH:24]=3)[C:13]=2[C:14]([O:16][CH2:17][CH3:18])=[O:15])=[CH:4][CH:3]=1 |f:2.3|. Procedure: The title compound was prepared in analogy to the procedure described in Step 10.3 using ethyl 4-((4-chlorophenyl)(hydroxy)methyl)-1-(2,4-dimethoxypyrimidin-5-yl)-3-methyl-1H-pyrazole-5-carboxylate (Step 52.3) and 5-amino-1,3-dimethylpyridin-2(1H)-one (Step 20.2). tR: 4.74 min (HPLC 1); tR: 1.09 min (LC-MS 2); ESI-MS: 553 [M+H]+ (LC-MS 2); Rf=0.55 (CH2Cl2/MeOH 9:1). Starting materials: O=C([O-])O, C#CCN1CCC2(CC1)c1ccccc1Oc1c(OC(C)=O)cccc12, Cl, Cl, [Na+]. Product: Cl, C#CCN1CCC2(CC1)c1ccccc1Oc1c(O)cccc12. RXN SMILES: [C:28](=[O:29])([OH:30])[O-:31].[C:2](=[O:3])([CH3:4])[O:5][c:6]1[cH:7][cH:8][cH:9][c:10]2[c:11]1[O:12][c:13]1[cH:14][cH:15][cH:16][cH:17][c:18]1[C:19]21[CH2:20][CH2:21][N:22]([CH2:25][C:26]#[CH:27])[CH2:23][CH2:24]1.[ClH:1].[ClH:33].[Na+:32]>>[ClH:1].[OH:5][c:6]1[cH:7][cH:8][cH:9][c:10]2[c:11]1[O:12][c:13]1[cH:14][cH:15][cH:16][cH:17][c:18]1[C:19]21[CH2:20][CH2:21][N:22]([CH2:25][C:26]#[CH:27])[CH2:23][CH2:24]1.